This data is from the Open Reaction Database (ORD), a public repository of structured organic reaction records. The task is: describe an organic reaction: reactants, conditions, products, and yield Reactants: COC1=CC=C(C=N1)C1=C(CC=2NC(C(=C(N2)SC)C#N)=O)C=CC=C1 (2-[2-(6-methoxypyridin-3-yl)-benzyl]-4-(methylsulphanyl)-6-oxo-1,6-dihydropyrimidine-5-carbonitrile), N1CCC(CC1)CCO (2-(4-piperidinyl)ethan-1-ol). The product is OCCC1CCN(CC1)C=1N=C(NC(C1C#N)=O)CC1=C(C=CC=C1)C=1C=NC(=CC1)OC (4-[4-(2-Hydroxyethyl)piperidin-1-yl]-2-[2-(6-methoxypyridin-3-yl)benzyl]-6-oxo-1,6-dihydropyrimidine-5-carbonitrile). RXN SMILES: [CH3:1][O:2][C:3]1[N:8]=[CH:7][C:6]([C:9]2[CH:26]=[CH:25][CH:24]=[CH:23][C:10]=2[CH2:11][C:12]2[NH:13][C:14](=[O:22])[C:15]([C:20]#[N:21])=[C:16](SC)[N:17]=2)=[CH:5][CH:4]=1.[NH:27]1[CH2:32][CH2:31][CH:30]([CH2:33][CH2:34][OH:35])[CH2:29][CH2:28]1>>[OH:35][CH2:34][CH2:33][CH:30]1[CH2:31][CH2:32][N:27]([C:16]2[N:17]=[C:12]([CH2:11][C:10]3[CH:23]=[CH:24][CH:25]=[CH:26][C:9]=3[C:6]3[CH:7]=[N:8][C:3]([O:2][CH3:1])=[CH:4][CH:5]=3)[NH:13][C:14](=[O:22])[C:15]=2[C:20]#[N:21])[CH2:28][CH2:29]1. Procedure details: In analogy to the preparation of Example 1, 80 mg (0.22 mmol) of 2-[2-(6-methoxypyridin-3-yl)-benzyl]-4-(methylsulphanyl)-6-oxo-1,6-dihydropyrimidine-5-carbonitrile are reacted with 85 mg (0.65 mmol) of 2-(4-piperidinyl)ethan-1-ol to give 62 mg (63% of theory) of the title compound.